Dataset: the Open Reaction Database (ORD), a public repository of structured organic reaction records. Task: describe an organic reaction: reactants, conditions, products, and yield Reported procedure: A stirred mixture of 65.0g (0.287 mol) of α-(6-carboxyhexyl)furfuryl alcohol (Example 6), 113 ml of 97% formic acid, 4.95g of sodium formate, 100 mg of hydroquinone, and 1430 ml of 3:2 dioxane-water is heated at reflux temperature for 19 hr. The solution is concentrated to volume of about 750 ml, diluted with water, saturated with salt, and extracted with ether. The extract is washed with brine, dried over magnesium sulfate, and evaporated with toluene chaser to give an amber solid. The solvent is O1CCOCC1.O (dioxane water). RXN SMILES: [C:1]([CH2:4][CH2:5][CH2:6][CH2:7][CH2:8][CH2:9][CH:10](O)[C:11]1[O:15][CH:14]=[CH:13][CH:12]=1)([OH:3])=[O:2].C(O)=[O:18].C([O-])=O.[Na+].C1(C=CC(O)=CC=1)O>O1CCOCC1.O>[C:1]([CH2:4][CH2:5][CH2:6][CH2:7][CH2:8][CH2:9][CH:10]1[CH:11]([OH:15])[CH:12]=[CH:13][C:14]1=[O:18])([OH:3])=[O:2] |f:2.3,5.6|. The product is C(=O)(O)CCCCCCC1C(C=CC1O)=O (2-(6-carboxyhexyl)-3-hydroxycyclopent-4-en-1-one). Reactants: C(=O)(O)CCCCCCC(C1=CC=CO1)O (α-(6-carboxyhexyl)furfuryl alcohol), C(=O)O (formic acid), C(=O)[O-].[Na+] (sodium formate), C1(O)=CC=C(O)C=C1 (hydroquinone). The reactants are C(C)N(CCCC(C)=O)CC (5-diethylamino-2-pentanone), C(C)N(CCCC(C)=O)CC (5-diethylamino-2-pentanone), N (ammonia). As a reaction SMILES: [CH2:1]([N:3]([CH2:10][CH3:11])[CH2:4][CH2:5][CH2:6][C:7](=O)[CH3:8])[CH3:2].[NH3:12]>>[CH3:2][CH2:1][N:3]([CH2:4][CH2:5][CH2:6][CH:7]([NH2:12])[CH3:8])[CH2:10][CH3:11]. Yields the product CCN(CC)CCCC(C)N (novoldiamine). Procedure details: Novoldiamine is presently prepared by a complex synthesis. The compound is prepared commercially from 2-diethylaminoethanol and ethyl acetoacetate. The alcohol is reacted with thionyl chloride to form 2-chlorotriethylamine (A) while the acetoacetate is reacted with sodium ethoxide to provide the sodium derivative of ethyl acetoacetate (B). The initially formed compounds A and B are then condensed to yield an intermediate ester which must be hydrolyzed and then decarboxylated to provide 5-diethyl... Starting materials: COCSc1ccc(NC(C)=O)c([N+](=O)[O-])c1, CO, [Na+], [OH-]. Product: COCSc1ccc(N)c([N+](=O)[O-])c1. As a reaction SMILES: [C:1](=[O:2])([CH3:3])[NH:4][c:5]1[c:6]([N+:15](=[O:16])[O-:17])[cH:7][c:8]([S:11][CH2:12][O:13][CH3:14])[cH:9][cH:10]1.[CH3:20][OH:21].[Na+:19].[OH-:18]>>[NH2:4][c:5]1[c:6]([N+:15](=[O:16])[O-:17])[cH:7][c:8]([S:11][CH2:12][O:13][CH3:14])[cH:9][cH:10]1. Starting materials: C(C)(C)(C)OC(CCN1CC(SCC1)C1=CC=C(C=C1)I)=O (3-[2-(4-iodo-phenyl)-thiomorpholin-4-yl]-propionic acid tert-butyl ester), ClC1=C(C=CC=C1)O (2-chlorophenol), N1=C(C=CC=C1)C(=O)O (picolinic acid), [O-]P(=O)([O-])[O-].[K+].[K+].[K+] (K3PO4). The reagents and catalysts are [Cu]I (CuI). The solvent is CS(=O)C (DMSO), O (water). Run at temperature 90 celsius. The product is C(C)(C)(C)OC(CCN1CC(SCC1)C1=CC=C(C=C1)OC1=C(C=CC=C1)Cl)=O (3-{2-[4-(2-Chloro-phenoxy)-phenyl]-thiomorpholin-4-yl}-propionic acid tert-butyl ester). Yield: 37.6%. Reaction SMILES: [C:1]([O:5][C:6](=[O:22])[CH2:7][CH2:8][N:9]1[CH2:14][CH2:13][S:12][CH:11]([C:15]2[CH:20]=[CH:19][C:18](I)=[CH:17][CH:16]=2)[CH2:10]1)([CH3:4])([CH3:3])[CH3:2].[Cl:23][C:24]1[CH:29]=[CH:28][CH:27]=[CH:26][C:25]=1[OH:30].N1C=CC=CC=1C(O)=O.[O-]P([O-])([O-])=O.[K+].[K+].[K+]>CS(C)=O.[Cu]I.O>[C:1]([O:5][C:6](=[O:22])[CH2:7][CH2:8][N:9]1[CH2:14][CH2:13][S:12][CH:11]([C:15]2[CH:20]=[CH:19][C:18]([O:30][C:25]3[CH:26]=[CH:27][CH:28]=[CH:29][C:24]=3[Cl:23])=[CH:17][CH:16]=2)[CH2:10]1)([CH3:4])([CH3:3])[CH3:2] |f:3.4.5.6|. Procedure: To a degassed solution of 3-[2-(4-iodo-phenyl)-thiomorpholin-4-yl]-propionic acid tert-butyl ester (0.40 g; 0.92 mmol), and 2-chlorophenol (0.28 g; 2.22 mmol) in DMSO, was added picolinic acid (22.7 mg; 0.18 mmol), CuI (17.6 mg; 0.09 mmol) and K3PO4 (0.78 g; 3.69 mmol). The resulting mixture was heated overnight, at 90° C. After cooling to RT, water was added and the mixture extracted with CH2Cl2. The organic layer was dried (Na2SO4), filtered and concentrated in vacuo. The residue was purified ...